This data is from the Open Reaction Database (ORD), a public repository of structured organic reaction records. The task is: describe an organic reaction: reactants, conditions, products, and yield Starting materials: C(C)(C)(C)OC(=O)N[C@@H](CC1=CNC2=CC=CC=C12)C(=O)O (N-tert-butoxycarbonyl-L-tryptophan), NC1C(N(C2=C(C(=N1)C1=C(C=CC=C1)F)C=CC=C2)CC(=O)N2CC1CCC(C2)CC1)=O ((3RS)-3-amino-1-{(3-azabicyclo[3.2.2]non-3-yl)carbonylmethyl}-2,3-dihydro-5-(2-fluorophenyl)-1H-1,4-benzodiazepin-2-one). Run in C(C)#N (acetonitrile), C(Cl)Cl (methylene chloride). The product is N[C@@H]1C(N(C2=C(C(=N1)C1=C(C=CC=C1)F)C=CC=C2)CC(=O)N2CC1CCC(C2)CC1)=O ((3S)-3-amino-1-{(3-azabicyclo[3.2.2]non-3-yl)carbonylmethyl}-2,3-dihydro-5-(2-fluorophenyl)-1H-1,4-benzodiazepin-2-one). Yield: 46.0%. RXN SMILES: C(OC(N[C@H](C(O)=O)CC1C2C(=CC=CC=2)NC=1)=O)(C)(C)C.[NH2:23][CH:24]1[N:30]=[C:29]([C:31]2[CH:36]=[CH:35][CH:34]=[CH:33][C:32]=2[F:37])[C:28]2[CH:38]=[CH:39][CH:40]=[CH:41][C:27]=2[N:26]([CH2:42][C:43]([N:45]2[CH2:51][CH:50]3[CH2:52][CH2:53][CH:47]([CH2:48][CH2:49]3)[CH2:46]2)=[O:44])[C:25]1=[O:54]>C(#N)C.C(Cl)Cl>[NH2:23][C@H:24]1[N:30]=[C:29]([C:31]2[CH:36]=[CH:35][CH:34]=[CH:33][C:32]=2[F:37])[C:28]2[CH:38]=[CH:39][CH:40]=[CH:41][C:27]=2[N:26]([CH2:42][C:43]([N:45]2[CH2:51][CH:50]3[CH2:52][CH2:53][CH:47]([CH2:48][CH2:49]3)[CH2:46]2)=[O:44])[C:25]1=[O:54]. Procedure: To a solution of N-tert-butoxycarbonyl-L-tryptophan (0.70 g) in acetonitrile (20 ml) was added dropwise a solution of (3RS)-3-amino-1-{(3-azabicyclo[3.2.2]non-3-yl)carbonylmethyl}-2,3-dihydro-5-(2-fluorophenyl)-1H-1,4-benzodiazepin-2-one (1.00 g) in methylene chloride (5 ml) under stirring at ambient temperature. The mixture was stirred overnight. The precipitate was collected by filtration and the colorless solid was partitioned between methylene chloride and 0.5N NaOH. The organic layer was dr...